This data is from the Open Reaction Database (ORD), a public repository of structured organic reaction records. The task is: describe an organic reaction: reactants, conditions, products, and yield Starting materials: C(C)(C)[N-]C(C)C.[Li+] (Lithium diisopropylamide), C1=NC=CC2=C(C=CC=C12)CC(=O)OCC (ethyl 5-isoquinolinylacetate), CN(C)P(=O)(N(C)C)N(C)C (HMPA), CI (methyl iodide). The solvent is C1CCOC1 (THF), C1CCOC1 (THF). Conditions: temperature -78 celsius, time 30 minute. Yields the product C1=NC=CC2=C(C=CC=C12)C(C(=O)OCC)C (ethyl 2-(5-isoquinolinyl)propanoate). RXN SMILES: [CH:1]([N-]C(C)C)(C)C.[Li+].[CH:9]1[C:18]2[C:13](=[C:14]([CH2:19][C:20]([O:22][CH2:23][CH3:24])=[O:21])[CH:15]=[CH:16][CH:17]=2)[CH:12]=[CH:11][N:10]=1.CN(P(N(C)C)(N(C)C)=O)C.CI>C1COCC1>[CH:9]1[C:18]2[C:13](=[C:14]([CH:19]([CH3:1])[C:20]([O:22][CH2:23][CH3:24])=[O:21])[CH:15]=[CH:16][CH:17]=2)[CH:12]=[CH:11][N:10]=1 |f:0.1|. Reported procedure: Lithium diisopropylamide (12.75 mL, 2M, 25.5 mmol) in THF (160 mL) at −78° C. under nitrogen was treated with ethyl 5-isoquinolinylacetate (5.00 g, 23.2 mmol) in THF (5 mL). After stirring for 30 minutes at −78° C., the mixture was treated with HMPA (5.2 mL) and methyl iodide (1.62 mL, 25.5 mmol). After stirring for 30 minutes at −78° C., the mixture was warmed to 0° C. over 1 hour and quenched by addition of saturated NH4Cl solution. The mixture was concentrated under reduced pressure to a volu... Reactants: CI (methyl iodide), N1=C(C=CC=C1)C1SCCCC1 (2-(pyrid-2-yl)-tetrahydrothiopyran), C(C)(C)OC(C)C (diisopropyl ether), solution, C(CCC)[Li] (n-butyllithium), C(=S)=S (carbon disulphide), C (charcoal). The solvent is O1CCCC1 (tetrahydrofuran), CN(C)P(=O)(N(C)C)N(C)C (hexamethylphosphorotriamide), O1CCCC1 (tetrahydrofuran), CN(C)P(=O)(N(C)C)N(C)C (hexamethylphosphorotriamide), O1CCCC1 (tetrahydrofuran), CN(C)P(=O)(N(C)C)N(C)C (hexamethylphosphorotriamide), C(C)(=O)OCC (ethyl acetate), O (water), CCCCCC (hexane), O1CCCC1 (tetrahydrofuran), CN(C)P(=O)(N(C)C)N(C)C (hexamethylphosphorotriamide). Conditions: temperature 0 celsius, time 5 minute. Yields the product N1=C(C=CC=C1)C1(SCCCC1)C(=S)SC (Methyl 2-(pyrid-2-yl)-tetrahydrothiopyran-2-carbodithioate). Isolated yield 19.1%. Reaction SMILES: C([Li])CCC.[N:6]1[CH:11]=[CH:10][CH:9]=[CH:8][C:7]=1[CH:12]1[CH2:17][CH2:16][CH2:15][CH2:14][S:13]1.[CH3:18]I.C(OC(C)C)(C)C.C.[C:28](=[S:30])=[S:29]>CCCCCC.C(OCC)(=O)C.O.O1CCCC1.CN(P(N(C)C)(N(C)C)=O)C>[N:6]1[CH:11]=[CH:10][CH:9]=[CH:8][C:7]=1[C:12]1([C:28]([S:30][CH3:18])=[S:29])[CH2:17][CH2:16][CH2:15][CH2:14][S:13]1. Procedure: A mixture of anhydrous hexamethylphosphorotriamide and anhydrous tetrahydrofuran (47/53 by volume; 192 cc) is added dropwise, in the course of 10 minutes, to a 1.6 M solution of n-butyllithium in hexane (265 cc), kept under an argon atmosphere and at a temperature of about -60° C. A solution of 2-(pyrid-2-yl)-tetrahydrothiopyran (50.6 g) in a mixture of anhydrous hexamethylphosphorotriamide and anhydrous tetrahydrofuran (47/53 by volume; 192 cc) is then added in the course of 15 minutes and at t... Reactants: CO, Cn1c(=O)c2c(N=[N+]=[N-])ccnc2n(C)c1=O. Yields the product Cn1c(=O)c2c(N)ccnc2n(C)c1=O. Reaction SMILES: [CH3:18][OH:19].[N:1](=[N+:2]=[N-:3])[c:4]1[cH:5][cH:6][n:7][c:8]2[n:9]([CH3:17])[c:10](=[O:16])[n:11]([CH3:15])[c:12](=[O:14])[c:13]12>>[NH2:1][c:4]1[cH:5][cH:6][n:7][c:8]2[n:9]([CH3:17])[c:10](=[O:16])[n:11]([CH3:15])[c:12](=[O:14])[c:13]12. Starting materials: NC(=O)N (urea), CC(CC)(CC)[SiH2]Cl (3-methyl-3-(chlorosilyl)pentane). Solvent: CO (methanol). Reaction conditions: time 1 hour. Product: CC(CC)(CC)[SiH2]OC (3-methyl-3-(methoxysilyl)pentane). Reaction SMILES: N[C:2](N)=[O:3].[CH3:5][C:6]([SiH2:11]Cl)([CH2:9][CH3:10])[CH2:7][CH3:8]>CO>[CH3:5][C:6]([SiH2:11][O:3][CH3:2])([CH2:9][CH3:10])[CH2:7][CH3:8]. Procedure details: In a 300 ml 3-necked flask equipped with a magnetic stirrer, a Dimroth condenser and a 50 ml dropping funnel were charged 50 ml of methanol and 4.5 g of urea. To this was added dropwise 7.3 g of 3-methyl-3-(chlorosilyl)pentane obtained above over 15 minutes. After completion of the addition, the resulting mixture was stirred at room temperature for 1 hour while monitoring the reaction by gas chromatography. After evaporation of methanol, the residue. was extracted with 60 ml of hexane. The extra... The reactants are C(C)(C)(C)OC(NC1=C(C=C(C=C1)F)NC(CC(=O)C1=CC(=CC=C1)C=1C=NC(=CC1)C)=O)=O ((4-fluoro-2-{3-[3-(6-methyl-pyridin-3-yl)-phenyl]-3-oxo-propionylamino}-phenyl)-carbamic acid tert-butyl ester), C(=O)(C(F)(F)F)O (TFA). Solvent: C(Cl)Cl (CH2Cl2). Yields the product FC=1C=CC2=C(NC(CC(=N2)C2=CC(=CC=C2)C=2C=NC(=CC2)C)=O)C1 (8-Fluoro-4-[3-(6-methyl-pyridin-3-yl)-phenyl]-1,3-dihydro-benzo[b][1,4]diazepin-2-one), solid. RXN SMILES: C(OC(=O)[NH:7][C:8]1[CH:13]=[CH:12][C:11]([F:14])=[CH:10][C:9]=1[NH:15][C:16](=[O:33])[CH2:17][C:18]([C:20]1[CH:25]=[CH:24][CH:23]=[C:22]([C:26]2[CH:27]=[N:28][C:29]([CH3:32])=[CH:30][CH:31]=2)[CH:21]=1)=O)(C)(C)C.C(O)(C(F)(F)F)=O>C(Cl)Cl>[F:14][C:11]1[CH:12]=[CH:13][C:8]2[N:7]=[C:18]([C:20]3[CH:25]=[CH:24][CH:23]=[C:22]([C:26]4[CH:27]=[N:28][C:29]([CH3:32])=[CH:30][CH:31]=4)[CH:21]=3)[CH2:17][C:16](=[O:33])[NH:15][C:9]=2[CH:10]=1. Procedure: The title compound was prepared from (4-fluoro-2-{3-[3-(6-methyl-pyridin-3-yl)-phenyl]-3-oxo-propionylamino}-phenyl)-carbamic acid tert-butyl ester (Example M8) (320 mg, 0.69 mmol) by treatment with TFA in CH2Cl2 according to the general procedure N. Obtained as a white solid (41 mg). The reactants are C([O-])([O-])=O.[Na+].[Na+] (sodium carbonate), O (water), COC=1C=C(C=NC1OC)C1=NC(=C(C=C1)C(=O)OCC)CBr (ethyl 5′,6′-dimethoxy-6-bromomethyl-2,3′-bipyridine-5-carboxylate), NC=1C=NN(C1)CC#N (2-(4-amino-1H-pyrazol-1-yl)acetonitrile), C([O-])([O-])=O.[Na+].[Na+] (sodium carbonate). The solvent is CN(C)C=O (DMF), CN(C)C=O (DMF). Reaction conditions: temperature 0 celsius, time 2 hour. Yields the product COC=1C=C(C=NC1OC)C1=CC=C2C(=N1)CN(C2=O)C=2C=NN(C2)CC#N (2-(4-(2-(5,6-dimethoxypyridin-3-yl)-5-oxo-5H-pyrrolo[3,4-b]pyridin-6(7H)-yl)-1H-pyrazol-1-yl)acetonitrile). Reaction SMILES: [CH3:1][O:2][C:3]1[CH:4]=[C:5]([C:11]2[CH:16]=[CH:15][C:14]([C:17]([O:19]CC)=O)=[C:13]([CH2:22]Br)[N:12]=2)[CH:6]=[N:7][C:8]=1[O:9][CH3:10].[NH2:24][C:25]1[CH:26]=[N:27][N:28]([CH2:30][C:31]#[N:32])[CH:29]=1.C(=O)([O-])[O-].[Na+].[Na+].O>CN(C=O)C>[CH3:1][O:2][C:3]1[CH:4]=[C:5]([C:11]2[N:12]=[C:13]3[CH2:22][N:24]([C:25]4[CH:26]=[N:27][N:28]([CH2:30][C:31]#[N:32])[CH:29]=4)[C:17](=[O:19])[C:14]3=[CH:15][CH:16]=2)[CH:6]=[N:7][C:8]=1[O:9][CH3:10] |f:2.3.4|. Procedure details: As shown in step 8-iv of Scheme 8, a solution of the above mixture (Compound 2029, 2.2 g, about 60% pure) in DMF (40 mL) at 0° C. was added dropwise over 2 hours to a suspension of 2-(4-amino-1H-pyrazol-1-yl)acetonitrile (844 mg, 6.9 mmol) and sodium carbonate (732 mg, 6.9 mmol) in DMF (20 mL). After addition was complete, the reaction mixture was stirred at 0° C. for 2 hours and heated at 80° C. for 15 hours. Additional sodium carbonate (732 mg) was added and the reaction mixture was heated at ... The reactants are C=CCc1cc(CCCC2CN(Cc3ccc(C(C)(C)C)cc3)C(=O)N2C)ccc1OC(C)(C)C(=O)OC, CCO. Yields the product CCCc1cc(CCCC2CN(Cc3ccc(C(C)(C)C)cc3)C(=O)N2C)ccc1OC(C)(C)C(=O)OC. As a reaction SMILES: [CH3:1][O:2][C:3]([C:4]([CH3:5])([CH3:6])[O:7][c:8]1[c:9]([CH2:35][CH:36]=[CH2:37])[cH:10][c:11]([CH2:14][CH2:15][CH2:16][CH:17]2[N:18]([CH3:34])[C:19](=[O:33])[N:20]([CH2:22][c:23]3[cH:24][cH:25][c:26]([C:29]([CH3:30])([CH3:31])[CH3:32])[cH:27][cH:28]3)[CH2:21]2)[cH:12][cH:13]1)=[O:38].[CH3:39][CH2:40][OH:41]>>[CH3:1][O:2][C:3]([C:4]([CH3:5])([CH3:6])[O:7][c:8]1[c:9]([CH2:35][CH2:36][CH3:37])[cH:10][c:11]([CH2:14][CH2:15][CH2:16][CH:17]2[N:18]([CH3:34])[C:19](=[O:33])[N:20]([CH2:22][c:23]3[cH:24][cH:25][c:26]([C:29]([CH3:30])([CH3:31])[CH3:32])[cH:27][cH:28]3)[CH2:21]2)[cH:12][cH:13]1)=[O:38].